This data is from the Open Reaction Database (ORD), a public repository of structured organic reaction records. The task is: describe an organic reaction: reactants, conditions, products, and yield The reactants are C#CCBr, B1C2CCCC1CCC2, COc1cc(Cl)nnc1Oc1ccccc1C, [Na+], C1CCOC1, [OH-], O, [Pd], c1ccc(P(c2ccccc2)c2ccccc2)cc1, c1ccc(P(c2ccccc2)c2ccccc2)cc1, c1ccc(P(c2ccccc2)c2ccccc2)cc1, c1ccc(P(c2ccccc2)c2ccccc2)cc1. Yields the product COc1cc(C2CC2)nnc1Oc1ccccc1C. As a reaction SMILES: [CH2:10]([Br:11])[C:12]#[CH:13].[CH:1]12[BH:4][CH:3]([CH2:2][CH2:8][CH2:9]1)[CH2:5][CH2:6][CH2:7]2.[Cl:16][c:17]1[cH:18][c:19]([O:31][CH3:32])[c:20]([O:23][c:24]2[c:25]([CH3:30])[cH:26][cH:27][cH:28][cH:29]2)[n:21][n:22]1.[Na+:15].[O:111]1[CH2:112][CH2:113][CH2:114][CH2:115]1.[OH-:14].[OH2:110].[Pd:33].[c:34]1([P:35]([c:36]2[cH:37][cH:38][cH:39][cH:40][cH:41]2)[c:42]2[cH:43][cH:44][cH:45][cH:46][cH:47]2)[cH:48][cH:49][cH:50][cH:51][cH:52]1.[c:53]1([P:54]([c:55]2[cH:56][cH:57][cH:58][cH:59][cH:60]2)[c:61]2[cH:62][cH:63][cH:64][cH:65][cH:66]2)[cH:67][cH:68][cH:69][cH:70][cH:71]1.[c:72]1([P:73]([c:74]2[cH:75][cH:76][cH:77][cH:78][cH:79]2)[c:80]2[cH:81][cH:82][cH:83][cH:84][cH:85]2)[cH:86][cH:87][cH:88][cH:89][cH:90]1.[c:91]1([P:92]([c:93]2[cH:94][cH:95][cH:96][cH:97][cH:98]2)[c:99]2[cH:100][cH:101][cH:102][cH:103][cH:104]2)[cH:105][cH:106][cH:107][cH:108][cH:109]1>>[CH2:1]1[CH:8]([c:17]2[cH:18][c:19]([O:31][CH3:32])[c:20]([O:23][c:24]3[c:25]([CH3:30])[cH:26][cH:27][cH:28][cH:29]3)[n:21][n:22]2)[CH2:9]1. Starting materials: FC1=CC2=C(C(=NO2)C2=CC=C(C=C2)OC[C@@H]2OC2)C=C1 ((R)-6-fluoro-3-(4-oxiranylmethoxy-phenyl)-benzo[d]isoxazole), OC1(CCNCC1)C1=CC=CC=C1 (4-hydroxy-4-phenylpiperidine). The solvent is CN(C=O)C (dimethylformamide), C(C)O (ethanol). Yields the product FC1=CC2=C(C(=NO2)C2=CC=C(OC[C@@H](CN3CCC(CC3)(O)C3=CC=CC=C3)O)C=C2)C=C1 ((R)-1-{3-[4-(6-fluoro-benzo[d]isoxazol-3-yl)-phenoxy]-2-hydroxy-propyl}-4-phenyl-piperidin-4-ol). Reaction SMILES: [F:1][C:2]1[CH:21]=[CH:20][C:5]2[C:6]([C:9]3[CH:14]=[CH:13][C:12]([O:15][CH2:16][C@H:17]4[CH2:19][O:18]4)=[CH:11][CH:10]=3)=[N:7][O:8][C:4]=2[CH:3]=1.[OH:22][C:23]1([C:29]2[CH:34]=[CH:33][CH:32]=[CH:31][CH:30]=2)[CH2:28][CH2:27][NH:26][CH2:25][CH2:24]1>CN(C)C=O.C(O)C>[F:1][C:2]1[CH:21]=[CH:20][C:5]2[C:6]([C:9]3[CH:10]=[CH:11][C:12]([O:15][CH2:16][C@H:17]([OH:18])[CH2:19][N:26]4[CH2:25][CH2:24][C:23]([C:29]5[CH:34]=[CH:33][CH:32]=[CH:31][CH:30]=5)([OH:22])[CH2:28][CH2:27]4)=[CH:13][CH:14]=3)=[N:7][O:8][C:4]=2[CH:3]=1. Procedure: The title compound is prepared from a mixture of (R)-6-fluoro-3-(4-oxiranylmethoxy-phenyl)-benzo[d]isoxazole in dimethylformamide and 4-hydroxy-4-phenylpiperidine in ethanol essentially as described above in Example 21. Purity by LC/MS=100%, [M+H]+=463. Starting materials: CCCCCC=CCCCCCCCCCCO, CC(=O)OC(C)=O, c1ccncc1. Product: CCCCCC=CCCCCCCCCCCOC(C)=O. RXN SMILES: [CH2:1]([CH2:2][CH2:3][CH2:4][CH2:5][CH2:6][CH2:7][CH2:8][CH2:9][CH2:10][CH:11]=[CH:12][CH2:13][CH2:14][CH2:15][CH2:16][CH3:17])[OH:18].[CH3:19][C:20](=[O:21])[O:22][C:23](=[O:24])[CH3:25].[cH:26]1[cH:27][cH:28][n:29][cH:30][cH:31]1>>[CH2:1]([CH2:2][CH2:3][CH2:4][CH2:5][CH2:6][CH2:7][CH2:8][CH2:9][CH2:10][CH:11]=[CH:12][CH2:13][CH2:14][CH2:15][CH2:16][CH3:17])[O:18][C:20]([CH3:19])=[O:21].